The task is: describe an organic reaction: reactants, conditions, products, and yield. This data is from the Open Reaction Database (ORD), a public repository of structured organic reaction records. Reactants: C(C)OC(=O)C1=CN=C(S1)NC(C(CC1CCCC1)C1=CC(=C(C=C1)Cl)Cl)=O (2-[3-cyclopentyl-2-(3,4-dichlorophenyl)-propionylamino]-thiazole-5-carboxylic acid ethyl ester), Example 1 ( B ), [OH-].[Na+] (sodium hydroxide). Run in C(C)O (ethanol). Run at temperature 25 celsius. The product is C1(CCCC1)CC(C(=O)NC=1SC(=CN1)C(=O)O)C1=CC(=C(C=C1)Cl)Cl (2-[3-cyclopentyl-2-(3,4-dichlorophenyl)-propionylamino]-thiazole-5-carboxylic acid). Isolated yield 22.4%. Reaction SMILES: C([O:3][C:4]([C:6]1[S:10][C:9]([NH:11][C:12](=[O:28])[CH:13]([C:20]2[CH:25]=[CH:24][C:23]([Cl:26])=[C:22]([Cl:27])[CH:21]=2)[CH2:14][CH:15]2[CH2:19][CH2:18][CH2:17][CH2:16]2)=[N:8][CH:7]=1)=[O:5])C.[OH-].[Na+]>C(O)C>[CH:15]1([CH2:14][CH:13]([C:20]2[CH:25]=[CH:24][C:23]([Cl:26])=[C:22]([Cl:27])[CH:21]=2)[C:12]([NH:11][C:9]2[S:10][C:6]([C:4]([OH:5])=[O:3])=[CH:7][N:8]=2)=[O:28])[CH2:19][CH2:18][CH2:17][CH2:16]1 |f:1.2|. Reported procedure: A solution of 2-[3-cyclopentyl-2-(3,4-dichlorophenyl)-propionylamino]-thiazole-5-carboxylic acid ethyl ester (prepared as in Example 1 (B)(g), 1.0 g, 2.27 mmol) in absolute ethanol (10 mL) was treated with a 1N aqueous sodium hydroxide solution (4.77 mL, 4.77 mmol). The reaction mixture was heated under reflux for 15 h. The reaction mixture was allowed to cool to 25° C. and then concentrated in vacuo to remove absolute ethanol. The resulting yellow residue was acidified to pH=2 with concentrated... Starting materials: NC=1C=C2C(=C(C=NC2=CC1)C#N)NC1=CC(=C(C=C1)F)F (6-amino-4-[(3,4-difluorophenyl)amino]-3-quinolinecarbonitrile), CN1CCOCC1 (N-methylmorpholine), ClC(=O)OCC(C)C (isobutyl chloroformate), C(C#CC)(=O)O (2-butynoic acid). Solvent: CN(C)C=O (DMF), C1CCOC1 (THF), O (water), C1CCOC1 (THF). Conditions: temperature 0 celsius, time 10 minute. The product is C(#N)C=1C=NC2=CC=C(C=C2C1NC1=CC(=C(C=C1)F)F)NC(C#CC)=O (N-{3-Cyano-4-[(3,4-difluorophenyl)amino]-6-quinolinyl}-2-butynamide). Yield: 60.2%. Reaction SMILES: [C:1]([OH:6])(=O)[C:2]#[C:3][CH3:4].CN1CCOCC1.ClC(OCC(C)C)=O.[NH2:22][C:23]1[CH:24]=[C:25]2[C:30](=[CH:31][CH:32]=1)[N:29]=[CH:28][C:27]([C:33]#[N:34])=[C:26]2[NH:35][C:36]1[CH:41]=[CH:40][C:39]([F:42])=[C:38]([F:43])[CH:37]=1>C1COCC1.CN(C=O)C.O>[C:33]([C:27]1[CH:28]=[N:29][C:30]2[C:25]([C:26]=1[NH:35][C:36]1[CH:41]=[CH:40][C:39]([F:42])=[C:38]([F:43])[CH:37]=1)=[CH:24][C:23]([NH:22][C:1](=[O:6])[C:2]#[C:3][CH3:4])=[CH:32][CH:31]=2)#[N:34]. Procedure: Dissolved 425 mg (5.06 mmol) 2-butynoic acid in 40 ml THF and chilled to 0° C. under N2. Added 556 μl (5.06 mmol) N-methylmorpholine and 658 μl (5.06 mmol) isobutyl chloroformate and stirred for 10 minutes. Added dropwise a solution of 1.00 g (3.37 mmol) 6-amino-4-[(3,4-difluorophenyl)amino]-3-quinolinecarbonitrile in 2.0 ml hot DMF and 20 ml THF. Removed ice bath at 15 minutes and stirred at 25° C. overnight. Stripped solvent, slurried residue with water, and collected solids. Boiled in ethyl a... The reactants are BrCCCCC(=O)N (5-bromovaleramide), C(C)(=O)OC(C)=O (acetic anhydride). Run in O (water). Yields the product C(C)(=O)NC(CCCCBr)=O (N-acetyl-5-bromovaleramide). The yield is 53.0%. As a reaction SMILES: [Br:1][CH2:2][CH2:3][CH2:4][CH2:5][C:6]([NH2:8])=[O:7].[C:9](OC(=O)C)(=[O:11])[CH3:10]>O>[C:9]([NH:8][C:6](=[O:7])[CH2:5][CH2:4][CH2:3][CH2:2][Br:1])(=[O:11])[CH3:10]. Procedure details: A stirred solution of 100 g. (0.55 mole) of 5-bromovaleramide, 62.4 g. (0.61 mole) of acetic anhydride, and 5.4 g. (0.055 mole) of concentrated sulfuric was heated on a steam bath under nitrogen for 1.5 hours (internal temperature 93°). The mixture was then cooled to room temperature diluted with 250 ml. of water. The resultant tan granular precipitate was collected by filtration and dissolved in 600 ml. of methylene chloride. The solution was washed with saturated sodium bicarbonate (100 ml.) a... Yields the product C(C)(=O)N1CCC(CC1)(C(C(F)(F)F)O)F (1-acetyl-4-fluoro-4-(2,2,2-trifluoro-1-hydroxyethyl)-piperidine). Reactants: solution, [F-].C(CCC)[N+](CCCC)(CCCC)CCCC (tetrabutylammonium fluoride), C(C)(=O)N1CCC(CC1)(C(C(F)(F)F)O[Si](CC)(CC)CC)F (1-acetyl-4-fluoro-4-[2,2,2-trifluoro-1-(triethylsiloxy)-ethyl]piperidine), O (water), C(C)(=O)OCC (ethyl acetate). RXN SMILES: [C:1]([N:4]1[CH2:9][CH2:8][C:7]([F:23])([CH:10]([O:15][Si](CC)(CC)CC)[C:11]([F:14])([F:13])[F:12])[CH2:6][CH2:5]1)(=[O:3])[CH3:2].[F-].C([N+](CCCC)(CCCC)CCCC)CCC.O.C(OCC)(=O)C>O1CCCC1>[C:1]([N:4]1[CH2:5][CH2:6][C:7]([F:23])([CH:10]([OH:15])[C:11]([F:13])([F:12])[F:14])[CH2:8][CH2:9]1)(=[O:3])[CH3:2] |f:1.2|. Solvent: O1CCCC1 (tetrahydrofuran), O1CCCC1 (tetrahydrofuran). Procedure details: By use of 1-acetyl-4-fluoro-4-[2,2,2-trifluoro-1-(triethylsiloxy)-ethyl]piperidine (294 mg, 0.822 mmol) dissolved in tetrahydrofuran (5 mL) and a 1 mol/L solution of tetrabutylammonium fluoride in tetrahydrofuran (1.23 mL, 1.23 mmol), the mixture was stirred and reacted at room temperature for 30 minutes. The reaction was stopped by addition of water to the reaction mixture, and extraction with ethyl acetate was performed, followed by drying over anhydrous sodium sulfate. Starting materials: C(\C=C/C(=O)O)(=O)O (maleic acid), N(CCO)CCO (diethanolamine), C(C(=O)O)(=O)O (oxalic acid), solution, [OH-].[Na+] (NaOH), C1(\C=C/C(=O)O1)=O (maleic anhydride), [O-2].[La+3].[O-2].[O-2].[La+3] (Lanthanum(III)oxide), La2O3,. The solvent is O (water), O (water). Run at temperature 80 celsius, time 24 hour. Yields the product C(\C=C/C(=O)O)(=O)O (maleic acid), C(C(O)CC(=O)O)(=O)O (Malic acid), C(\C=C\C(=O)O)(=O)O (fumaric acid). As a reaction SMILES: C1(=O)[O:6][C:4](=[O:5])[CH:3]=C1.[OH-].[Na+].[O-2].[La+3].[O-2].[O-2].[La+3].[C:15]([OH:22])(=[O:21])/[CH:16]=[CH:17]\[C:18]([OH:20])=[O:19].N(CCO)CCO.[C:30]([OH:35])(=[O:34])[C:31](O)=[O:32]>O>[C:15]([OH:22])(=[O:21])/[CH:16]=[CH:17]\[C:18]([OH:20])=[O:19].[C:30]([OH:35])(=[O:34])[CH:31]([CH2:3][C:4]([OH:6])=[O:5])[OH:32].[C:15]([OH:22])(=[O:21])/[CH:16]=[CH:17]/[C:18]([OH:20])=[O:19] |f:1.2,3.4.5.6.7|. Reported procedure: A maleic acid solution was prepared by dissolving 56.0 g (0.571 mol) of maleic anhydride in 124.3 ml of water. 116.2 g of this solution was added to 71.3 g of a 48% lye solution (0.856 mol NaOH). During the addition the temperature of the reaction mixture was maintained at 70-90° C. Lanthanum(III)oxide, La2O3,(15.5 g, 0,048 mol) was dissolved in remaining maleic acid solution ( 64.1 g, 0.192 mol) and added to the reaction mixture together with diethanolamine (20.0 g, 0.190 mol). The reaction mix... The reactants are S(O)(O)(=O)=O (sulfuric acid), S(=O)(=O)([O-])OOS(=O)(=O)[O-].[NH4+].[NH4+] (ammonium persulfate), C(C1=CN=CC=C1)(=O)O (nicotinic acid), C(C(C)(C)C)(=O)O (Pivalic acid). Reagents/catalysts: [N+](=O)([O-])[O-].[Ag+] (Silver nitrate). Run in O (water), [Al] (aluminum). Conditions: temperature 90 celsius, time 10 minute. Yields the product C(C)(C)(C)C1=NC=C(C(=O)O)C=C1 (6-tert-butylnicotinic acid). Isolated yield 4.8%. RXN SMILES: [C:1]([OH:9])(=[O:8])[C:2]1[CH:7]=[CH:6][CH:5]=[N:4][CH:3]=1.S(=O)(=O)(O)O.[C:15](O)(=O)[C:16](C)([CH3:18])[CH3:17].S(OOS([O-])(=O)=O)([O-])(=O)=O.[NH4+].[NH4+]>O.[Al].[N+]([O-])([O-])=O.[Ag+]>[C:16]([C:5]1[CH:6]=[CH:7][C:2]([C:1]([OH:9])=[O:8])=[CH:3][N:4]=1)([CH3:18])([CH3:17])[CH3:15] |f:3.4.5,8.9|. Procedure: To a suspension of nicotinic acid (2.00 g, 16.2 mmol) in water (250 mL) was added concentrated sulfuric acid (1 mL, 18.8 mmol) and the mixture stirred under nitrogen to form a clear solution. Pivalic acid (1.83 g, 17.9 mmol) was added and stirring under nitrogen at ambient temperature continued for 10 minutes. Silver nitrate (125 mg, 0.74 mmol) was added followed by ammonium persulfate (295 mg, 1.3 mmol), the flask wrapped in aluminum foil to exclude light and the mixture heated to 90° C. under ... Reactants: IC1=C2C=CC(=NC2=CC=C1)Cl (5-iodo-2-chloroquinoline), CC1=CC=C(O1)CN (5-methyl-2-furanmethanamine), CS(=O)(=O)C=1C=C(N)C=CC1 (3-methylsulfonylaniline). Yields the product CS(=O)(=O)C=1C=C(C=CC1)NC=1C=2C=CC(=NC2C=CC1)NCC=1OC(=CC1)C (N5-(3-Methanesulfonyl-phenyl)-N2-(5-methyl-furan-2-ylmethyl)-quinoline-2,5-diamine). RXN SMILES: I[C:2]1[CH:11]=[CH:10][CH:9]=[C:8]2[C:3]=1[CH:4]=[CH:5][C:6](Cl)=[N:7]2.[CH3:13][C:14]1[O:18][C:17]([CH2:19][NH2:20])=[CH:16][CH:15]=1.[CH3:21][S:22]([C:25]1[CH:26]=[C:27]([CH:29]=[CH:30][CH:31]=1)[NH2:28])(=[O:24])=[O:23]>>[CH3:21][S:22]([C:25]1[CH:26]=[C:27]([NH:28][C:2]2[C:3]3[CH:4]=[CH:5][C:6]([NH:20][CH2:19][C:17]4[O:18][C:14]([CH3:13])=[CH:15][CH:16]=4)=[N:7][C:8]=3[CH:9]=[CH:10][CH:11]=2)[CH:29]=[CH:30][CH:31]=1)(=[O:23])=[O:24]. Procedure details: The title compound, MS: m/e=408.4 (M+H+), was prepared in accordance with the general method of example 1 from 5-iodo-2-chloroquinoline (CAS 455955-26-7), 5-methyl-2-furanmethanamine and 3-methylsulfonylaniline. Starting materials: C=O, O=CO, O=C(O)CNc1ccc([N+](=O)[O-])cc1. Product: CN(CC(=O)O)c1ccc([N+](=O)[O-])cc1. RXN SMILES: [CH2:18]=[O:19].[CH:15]([OH:16])=[O:17].[N+:1](=[O:2])([O-:3])[c:4]1[cH:5][cH:6][c:7]([NH:10][CH2:11][C:12](=[O:13])[OH:14])[cH:8][cH:9]1>>[N+:1](=[O:2])([O-:3])[c:4]1[cH:5][cH:6][c:7]([N:10]([CH2:11][C:12](=[O:13])[OH:14])[CH3:15])[cH:8][cH:9]1.